The task is: describe an organic reaction: reactants, conditions, products, and yield. This data is from the Open Reaction Database (ORD), a public repository of structured organic reaction records. The reactants are C(=O)([O-])[O-].[K+].[K+] (K2CO3), BrC1=CC(NC(=C1C)C)=O (4-bromo-5,6-dimethylpyridin-2(1H)-one), CI (methyl iodide). The product is BrC1=CC(N(C(=C1C)C)C)=O (4-bromo-1,5,6-trimethylpyridin-2(1H)-one), BrC1=CC(NC(=C1C)C)=O (4-bromo-5,6-dimethylpyridin-2(1H)-one). Reaction SMILES: [Br:1][C:2]1[C:7]([CH3:8])=[C:6]([CH3:9])[NH:5][C:4](=[O:10])[CH:3]=1.CI.[C:13]([O-])([O-])=O.[K+].[K+]>>[Br:1][C:2]1[C:7]([CH3:8])=[C:6]([CH3:9])[N:5]([CH3:13])[C:4](=[O:10])[CH:3]=1.[Br:1][C:2]1[C:7]([CH3:8])=[C:6]([CH3:9])[NH:5][C:4](=[O:10])[CH:3]=1 |f:2.3.4|. Procedure: 4-bromo-1,5,6-trimethylpyridin-2(1H)-one was prepared by alkylation of 4-bromo-5,6-dimethylpyridin-2(1H)-one with methyl iodide using K2CO3 following a procedure analogous to that described in Example 59 Step 1. 4-bromo-5,6-dimethylpyridin-2(1H)-one was prepared following the procedure described in McElroy, W. T. and DeShong, P. Org. Lett. 2003, 5, 4779. Starting materials: C1(CC1)C=1N=CC(=NC1OCC1CC1)C(=O)O (5-cyclopropyl-6-cyclopropylmethoxy-pyrazine-2-carboxylic acid), Cl.NC(C(=O)N(C)C)C(C)C (2-amino-3,N,N-trimethyl-butyramide hydrochloride). Yields the product CN(C(=O)C(C(C)C)NC(=O)C1=NC(=C(N=C1)C1CC1)OCC1CC1)C (5-Cyclopropyl-6-cyclopropylmethoxy-pyrazine-2-carboxylic acid (1-dimethylcarbamoyl-2-methyl-propyl)-amide). Reaction SMILES: [CH:1]1([C:4]2[N:5]=[CH:6][C:7]([C:15]([OH:17])=O)=[N:8][C:9]=2[O:10][CH2:11][CH:12]2[CH2:14][CH2:13]2)[CH2:3][CH2:2]1.Cl.[NH2:19][CH:20]([CH:26]([CH3:28])[CH3:27])[C:21]([N:23]([CH3:25])[CH3:24])=[O:22]>>[CH3:24][N:23]([CH3:25])[C:21]([CH:20]([NH:19][C:15]([C:7]1[CH:6]=[N:5][C:4]([CH:1]2[CH2:2][CH2:3]2)=[C:9]([O:10][CH2:11][CH:12]2[CH2:13][CH2:14]2)[N:8]=1)=[O:17])[CH:26]([CH3:28])[CH3:27])=[O:22] |f:1.2|. Reported procedure: The title compound was synthesized in analogy to Example 69, using 5-cyclopropyl-6-cyclopropylmethoxy-pyrazine-2-carboxylic acid (Example 10 g, 80 mg, 0.34 mmol) and 2-amino-3,N,N-trimethyl-butyramide hydrochloride (CAN 1257848-66-0, 40.1 mg, 0.27 mmol) as starting materials and isolated (35 mg, 28.4%) as white solid; LC-MS (UV peak area, ESI) 93.77%, 361.0 (M+H)+.